This data is from the Open Reaction Database (ORD), a public repository of structured organic reaction records. The task is: describe an organic reaction: reactants, conditions, products, and yield The reactants are ClC=1C(=CC(=C(C(=O)OC(C)(C)C)C1)F)COC1=CC=2CC(CCC2C=C1)(C)C (tert-butyl 5-chloro-4-((7,7-dimethyl-5,6,7,8-tetrahydronaphthalen-2-yloxy)methyl)-2-fluorobenzoate), FC(C(=O)O)(F)F (trifluoroactic acid). Solvent: C(Cl)Cl (DCM). Conditions: time 3 hour. Yields the product ClC=1C(=CC(=C(C(=O)O)C1)F)COC1=CC=2CC(CCC2C=C1)(C)C (5-chloro-4-((7,7-dimethyl-5,6,7,8-tetrahydronaphthalen-2-yloxy)methyl)-2-fluorobenzoic acid). As a reaction SMILES: [Cl:1][C:2]1[C:3]([CH2:16][O:17][C:18]2[CH:27]=[CH:26][C:25]3[CH2:24][CH2:23][C:22]([CH3:29])([CH3:28])[CH2:21][C:20]=3[CH:19]=2)=[CH:4][C:5]([F:15])=[C:6]([CH:14]=1)[C:7]([O:9]C(C)(C)C)=[O:8].FC(F)(F)C(O)=O>C(Cl)Cl>[Cl:1][C:2]1[C:3]([CH2:16][O:17][C:18]2[CH:27]=[CH:26][C:25]3[CH2:24][CH2:23][C:22]([CH3:29])([CH3:28])[CH2:21][C:20]=3[CH:19]=2)=[CH:4][C:5]([F:15])=[C:6]([CH:14]=1)[C:7]([OH:9])=[O:8]. Procedure: To a solution of tert-butyl 5-chloro-4-((7,7-dimethyl-5,6,7,8-tetrahydronaphthalen-2-yloxy)methyl)-2-fluorobenzoate (220 mg, 0.53 mmol) in DCM (5 mL) was added trifluoroactic acid (5 mL). After stirred at room temperature for 3 h, the reaction mixture was concentrated under reduced pressure and the residue was used in next step without further purification (0.22 g, crude). LCMS (ESI) m/z: 361.0 [M−H]+. The reactants are CC(=O)OC(C)=O, CC12C=CC(=O)C=C1CCC1C2C(O)CC2(C)C1CC(C(C(=O)O)C(=O)O)C2C(=O)CC1CCCCO1. Product: CC12C=CC(=O)C=C1CCC1C2C(O)CC2(C)C1CC(C(C(=O)O)C(=O)O)C2C(=O)CO. As a reaction SMILES: [CH3:38][C:39](=[O:40])[O:41][C:42](=[O:43])[CH3:44].[O:1]1[CH2:2][CH2:3][CH2:4][CH2:5][CH:6]1[CH2:7][C:8]([CH:9]1[CH:10]([CH:30]([C:31](=[O:32])[OH:33])[C:34](=[O:35])[OH:36])[CH2:11][CH:12]2[CH:13]3[CH2:14][CH2:15][C:16]4=[CH:17][C:18](=[O:29])[CH:19]=[CH:20][C:21]4([CH3:22])[CH:23]3[CH:24]([OH:28])[CH2:25][C:26]12[CH3:27])=[O:37]>>[C:8]([CH:9]1[CH:10]([CH:30]([C:31](=[O:32])[OH:33])[C:34](=[O:35])[OH:36])[CH2:11][CH:12]2[CH:13]3[CH2:14][CH2:15][C:16]4=[CH:17][C:18](=[O:29])[CH:19]=[CH:20][C:21]4([CH3:22])[CH:23]3[CH:24]([OH:28])[CH2:25][C:26]12[CH3:27])(=[O:37])[CH2:39][OH:40]. Starting materials: [N-]=[N+]=[N-].[Na+] (Sodium azide), FC(C(OCC1(COS(OC1)(=O)=O)COC(C(F)(F)F)(C(F)(F)F)C(F)(F)F)(C(F)(F)F)C(F)(F)F)(F)F (5,5-Bis-(2,2,2-Trifluoro-1,1-Bis-Trifluoromethyl-Ethoxymethyl)-1,3,2-Dioxathiinane 2,2-Dioxide). Run in CC(=O)C (dimethylformaldehyde). Conditions: temperature 60 celsius, time 4 hour. Yields the product N(=[N+]=[N-])CC(CO)(COC(C(F)(F)F)(C(F)(F)F)C(F)(F)F)COC(C(F)(F)F)(C(F)(F)F)C(F)(F)F (2-Azidomethyl-3-(2,2,2-Trifluoro-1,1-Bis-Trifluoromethyl-Ethoxy)-2-(2,2,2-Trifluoro-1,1-Bis-Trifluoromethyl-Ethoxymethyl)-Propan-1-Ol). Yield: 96.8%. RXN SMILES: [N-:1]=[N+:2]=[N-:3].[Na+].[F:5][C:6]([F:42])([F:41])[C:7]([C:37]([F:40])([F:39])[F:38])([C:33]([F:36])([F:35])[F:34])[O:8][CH2:9][C:10]1([CH2:18][O:19][C:20]([C:29]([F:32])([F:31])[F:30])([C:25]([F:28])([F:27])[F:26])[C:21]([F:24])([F:23])[F:22])[CH2:15]OS(=O)(=O)[O:12][CH2:11]1>CC(C)=O>[N:1]([CH2:15][C:10]([CH2:9][O:8][C:7]([C:6]([F:5])([F:41])[F:42])([C:37]([F:38])([F:39])[F:40])[C:33]([F:34])([F:35])[F:36])([CH2:18][O:19][C:20]([C:21]([F:22])([F:24])[F:23])([C:25]([F:28])([F:27])[F:26])[C:29]([F:32])([F:31])[F:30])[CH2:11][OH:12])=[N+:2]=[N-:3] |f:0.1|. Procedure details: Sodium azide (4.4 g, 66.9 mmol) was added to a stirred solution of compound 10 (21.2 g, 33.4 mmol) in dimethylformaldehyde (120 mL). The reaction mixture was stirred at 60° C. for 4 hours. The solvent was removed under vacuo and the residue was dissolved in tetrahydrofuran (120 mL). Sulfuric acid (0.87 mL) and water (0.32 mL) were added to the stirred tetrahydrofuran solution and the resulting mixture was stirred at room temperature for an additional hour. After removal the solvent, the residue ... Reactants: O=C1C(N2CCCCC2)CCN1Cc1c(Cl)cc(Br)cc1Cl, COC(=O)c1ccc(B(O)O)cc1, Cc1ccccc1, CCOC(C)=O, N#N, [Na+], [Na+], O=C([O-])[O-], c1ccc(P(c2ccccc2)(c2ccccc2)[Pd](P(c2ccccc2)(c2ccccc2)c2ccccc2)(P(c2ccccc2)(c2ccccc2)c2ccccc2)P(c2ccccc2)(c2ccccc2)c2ccccc2)cc1. Yields the product COC(=O)c1ccc(-c2cc(Cl)c(CN3CCC(N4CCCCC4)C3=O)c(Cl)c2)cc1. As a reaction SMILES: [Br:1][c:2]1[cH:3][c:4]([Cl:22])[c:5]([CH2:6][N:7]2[C:8](=[O:18])[CH:9]([N:12]3[CH2:13][CH2:14][CH2:15][CH2:16][CH2:17]3)[CH2:10][CH2:11]2)[c:19]([Cl:21])[cH:20]1.[CH3:23][O:24][C:25](=[O:26])[c:27]1[cH:28][cH:29][c:30]([B:33]([OH:34])[OH:35])[cH:31][cH:32]1.[CH3:38][c:39]1[cH:40][cH:41][cH:42][cH:43][cH:44]1.[CH3:51][CH2:52][O:53][C:54](=[O:55])[CH3:56].[N:36]#[N:37].[Na+:45].[Na+:46].[O-:47][C:48](=[O:49])[O-:50].[cH:57]1[cH:58][cH:59][c:60]([P:61]([Pd:62]([P:63]([c:64]2[cH:65][cH:66][cH:67][cH:68][cH:69]2)([c:70]2[cH:71][cH:72][cH:73][cH:74][cH:75]2)[c:76]2[cH:77][cH:78][cH:79][cH:80][cH:81]2)([P:82]([c:83]2[cH:84][cH:85][cH:86][cH:87][cH:88]2)([c:89]2[cH:90][cH:91][cH:92][cH:93][cH:94]2)[c:95]2[cH:96][cH:97][cH:98][cH:99][cH:100]2)[P:101]([c:102]2[cH:103][cH:104][cH:105][cH:106][cH:107]2)([c:108]2[cH:109][cH:110][cH:111][cH:112][cH:113]2)[c:114]2[cH:115][cH:116][cH:117][cH:118][cH:119]2)([c:120]2[cH:121][cH:122][cH:123][cH:124][cH:125]2)[c:126]2[cH:127][cH:128][cH:129][cH:130][cH:131]2)[cH:132][cH:133]1>>[c:2]1(-[c:30]2[cH:29][cH:28][c:27]([C:25]([O:24][CH3:23])=[O:26])[cH:32][cH:31]2)[cH:3][c:4]([Cl:22])[c:5]([CH2:6][N:7]2[C:8](=[O:18])[CH:9]([N:12]3[CH2:13][CH2:14][CH2:15][CH2:16][CH2:17]3)[CH2:10][CH2:11]2)[c:19]([Cl:21])[cH:20]1. The reactants are CN(C)C=O, [N-]=[N+]=NC1OC(CO)C(OC2OC(CO)C(O)C(O)C2O)C(O)C1O, [Cl-], O=C(O)C=Cc1ccc(O)c(O)c1, c1ccncc1. Yields the product O=C(C=Cc1ccc(O)c(O)c1)NC1OC(CO)C(OC2OC(CO)C(O)C(O)C2O)C(O)C1O. Reaction SMILES: [CH3:40][N:41]([CH3:42])[CH:43]=[O:44].[CH:15]1([O:26][CH:27]2[CH:28]([OH:39])[CH:29]([OH:38])[CH:30]([N:35]=[N+:36]=[N-:37])[O:31][CH:32]2[CH2:33][OH:34])[CH:16]([OH:17])[CH:18]([OH:19])[CH:20]([OH:21])[CH:22]([CH2:24][OH:25])[O:23]1.[Cl-:1].[OH:2][c:3]1[cH:4][c:5]([CH:6]=[CH:7][C:8](=[O:9])[OH:10])[cH:11][cH:12][c:13]1[OH:14].[cH:45]1[cH:46][cH:47][n:48][cH:49][cH:50]1>>[OH:2][c:3]1[cH:4][c:5]([CH:6]=[CH:7][C:8](=[O:10])[NH:35][CH:30]2[CH:29]([OH:38])[CH:28]([OH:39])[CH:27]([O:26][CH:15]3[CH:16]([OH:17])[CH:18]([OH:19])[CH:20]([OH:21])[CH:22]([CH2:24][OH:25])[O:23]3)[CH:32]([CH2:33][OH:34])[O:31]2)[cH:11][cH:12][c:13]1[OH:14]. Reactants: C(CCCCCCCCC)O (decanol), N1=CC=CC=C1 (pyridine), ClC(=O)OC(C)Cl (1-chloroethyl chloroformate). The solvent is ClCCl (dichloromethane), ClCCl (dichloromethane). Conditions: time 8 hour. Product: C(OC(C)Cl)(OCCCCCCCCCC)=O (1-Chloroethyl decyl carbonate). RXN SMILES: [CH2:1]([OH:11])[CH2:2][CH2:3][CH2:4][CH2:5][CH2:6][CH2:7][CH2:8][CH2:9][CH3:10].N1C=CC=CC=1.Cl[C:19]([O:21][CH:22]([Cl:24])[CH3:23])=[O:20]>ClCCl>[C:19](=[O:20])([O:11][CH2:1][CH2:2][CH2:3][CH2:4][CH2:5][CH2:6][CH2:7][CH2:8][CH2:9][CH3:10])[O:21][CH:22]([Cl:24])[CH3:23]. Procedure: To a stirred solution of decanol (6.0 g, 7.23 mmol) in dichloromethane (150 ml) was added dry pyridine (3.66 ml, 45.6 mmol). The solution was cooled in an ice bath. To this was added 1-chloroethyl chloroformate (6.5 g, 45.6 mmol) dropwise. The reaction mixture was allowed to proceed overnight, diluted with dichloromethane and washed with 0.5N HCl solution, twice with a saturated sodium bicarbonate solution and finally with distilled water. The solvent was dried over magnesium sulphate, filtered ... Reactants: BrC1=CC=C(O1)C(=O)O (5-bromo-2-furancarboxylic acid), N,N'-carbonyldiimidazole, NC1=NC2=NC(=CC=C2C=C1)Cl (2-amino-7-chloro-1,8-naphthyridine). The solvent is O (water). Yields the product ClC1=CC=C2C=CC(=NC2=N1)NC(=O)C=1OC(=CC1)Br (N-(7-Chloro-1,8-naphthyridin-2-yl)-5-bromo-2-furancarboxamide). The yield is 73.6%. RXN SMILES: [Br:1][C:2]1[O:6][C:5]([C:7]([OH:9])=O)=[CH:4][CH:3]=1.[NH2:10][C:11]1[CH:20]=[CH:19][C:18]2[C:13](=[N:14][C:15]([Cl:21])=[CH:16][CH:17]=2)[N:12]=1>O>[Cl:21][C:15]1[N:14]=[C:13]2[C:18]([CH:19]=[CH:20][C:11]([NH:10][C:7]([C:5]3[O:6][C:2]([Br:1])=[CH:3][CH:4]=3)=[O:9])=[N:12]2)=[CH:17][CH:16]=1. Procedure details: The procedure is similar to that described in Example 2, but starting with 5-bromo-2-furancarboxylic acid (2.9 g), N,N'-carbonyldiimidazole (2.4 g) and 2-amino-7-chloro-1,8-naphthyridine (1.8 g). The product obtained by precipitation in water is purified by recrystallization in a dimethylformamide/methanol (5:5 by volume) mixture (100 cc). N-(7-Chloro-1,8-naphthyridin-2-yl)-5-bromo-2-furancarboxamide (2.6 g), m.p. 285° C., is thereby obtained.